This data is from the Open Reaction Database (ORD), a public repository of structured organic reaction records. The task is: describe an organic reaction: reactants, conditions, products, and yield Product: CS(=N)(=O)c1ccc2oc3ccc(C(=O)O)cc3c(=O)c2c1. The reactants are COC(=O)c1ccc2oc3ccc(S(C)(=N)=O)cc3c(=O)c2c1, CCO, [Na+], [OH-]. RXN SMILES: [CH3:1][S:2](=[O:3])(=[NH:4])[c:5]1[cH:6][cH:7][c:8]2[o:9][c:10]3[cH:11][cH:12][c:13]([C:20](=[O:21])[O:22][CH3:23])[cH:14][c:15]3[c:16](=[O:19])[c:17]2[cH:18]1.[CH3:24][CH2:25][OH:26].[Na+:28].[OH-:27]>>[CH3:1][S:2](=[O:3])(=[NH:4])[c:5]1[cH:6][cH:7][c:8]2[o:9][c:10]3[cH:11][cH:12][c:13]([C:20](=[O:21])[OH:22])[cH:14][c:15]3[c:16](=[O:19])[c:17]2[cH:18]1. Reactants: C(C(=O)O)(=O)O.C(C1=CC=CC=C1)OC=1C=C2CCNC(C2=CC1NS(=O)(=O)C1=CC=C(C=C1)C)CC1=CC(=C(C(=C1)Br)OC)Br (N-[6-benzyloxy-1-(3,5-dibromo-4-methoxy-benzyl)-1,2,3,4-tetrahydro-isoquinolin-7-yl]-4-methyl-benzenesulfonamide oxalate), Cl (HCl), mixture, [OH-].[Na+].C(Cl)Cl (NaOH methylene chloride). Run in CO (methanol). Yields the product Cl.BrC=1C=C(CC2NCCC3=CC(=C(C=C23)NS(=O)(=O)C2=CC=C(C=C2)C)O)C=C(C1OC)Br (N-[1-(3,5-dibromo-4-methoxy-benzyl)-6-hydroxy-1,2,3,4-tetrahydro-isoquinolin-7-yl]-4-methyl-benzenesulfonamide hydrochloride). Reaction SMILES: C(O)(=O)C(O)=O.C([O:14][C:15]1[CH:16]=[C:17]2[C:22](=[CH:23][C:24]=1[NH:25][S:26]([C:29]1[CH:34]=[CH:33][C:32]([CH3:35])=[CH:31][CH:30]=1)(=[O:28])=[O:27])[CH:21]([CH2:36][C:37]1[CH:42]=[C:41]([Br:43])[C:40]([O:44][CH3:45])=[C:39]([Br:46])[CH:38]=1)[NH:20][CH2:19][CH2:18]2)C1C=CC=CC=1.[OH-].[Na+].C(Cl)[Cl:50].Cl>CO>[ClH:50].[Br:46][C:39]1[CH:38]=[C:37]([CH:42]=[C:41]([Br:43])[C:40]=1[O:44][CH3:45])[CH2:36][CH:21]1[C:22]2[C:17](=[CH:16][C:15]([OH:14])=[C:24]([NH:25][S:26]([C:29]3[CH:34]=[CH:33][C:32]([CH3:35])=[CH:31][CH:30]=3)(=[O:28])=[O:27])[CH:23]=2)[CH2:18][CH2:19][NH:20]1 |f:0.1,2.3.4,7.8|. Procedure: N-[6-benzyloxy-1-(3,5-dibromo-4-methoxy-benzyl)-1,2,3,4-tetrahydro-isoquinolin-7-yl]-4-methyl-benzenesulfonamide oxalate (0.48 g, 0.00062 mol) was neutralized in a mixture 1N NaOH-methylene chloride. A free base was dissolved in a methanol—conc. HCl mixture (20 mL of each). The reaction mixture was refluxed for 1 h and evaporated. A residue was crystallized from methanol—ethyl ether mixture. Starting materials: C, CCOC(=O)N1c2ccc(OC)nc2C(Nc2ncc(C=CC(=O)O)c(Cc3cc(C(F)(F)F)cc(C(F)(F)F)c3)n2)CC1CC, CO, C1CCOC1, [Pd]. Yields the product CCOC(=O)N1c2ccc(OC)nc2C(Nc2ncc(CCC(=O)O)c(Cc3cc(C(F)(F)F)cc(C(F)(F)F)c3)n2)CC1CC. RXN SMILES: [C:54].[CH2:1]([CH3:2])[O:3][C:4](=[O:5])[N:6]1[CH:7]([CH2:45][CH3:46])[CH2:8][CH:9]([NH:18][c:19]2[n:20][cH:21][c:22]([CH:40]=[CH:41][C:42](=[O:43])[OH:44])[c:23]([CH2:25][c:26]3[cH:27][c:28]([C:36]([F:37])([F:38])[F:39])[cH:29][c:30]([C:32]([F:33])([F:34])[F:35])[cH:31]3)[n:24]2)[c:10]2[n:11][c:12]([O:16][CH3:17])[cH:13][cH:14][c:15]21.[CH3:52][OH:53].[O:47]1[CH2:48][CH2:49][CH2:50][CH2:51]1.[Pd:55]>>[CH2:1]([CH3:2])[O:3][C:4](=[O:5])[N:6]1[CH:7]([CH2:45][CH3:46])[CH2:8][CH:9]([NH:18][c:19]2[n:20][cH:21][c:22]([CH2:40][CH2:41][C:42](=[O:43])[OH:44])[c:23]([CH2:25][c:26]3[cH:27][c:28]([C:36]([F:37])([F:38])[F:39])[cH:29][c:30]([C:32]([F:33])([F:34])[F:35])[cH:31]3)[n:24]2)[c:10]2[n:11][c:12]([O:16][CH3:17])[cH:13][cH:14][c:15]21. Starting materials: O=C1CCC(=O)N1Br, ClCCl, Cc1cc(CCCO)ccc1Cl, O, c1ccc(P(c2ccccc2)c2ccccc2)cc1. Yields the product Cc1cc(CCCBr)ccc1Cl. As a reaction SMILES: [Br:32][N:33]1[C:34](=[O:35])[CH2:36][CH2:37][C:38]1=[O:39].[CH2:41]([Cl:42])[Cl:43].[Cl:1][c:2]1[c:3]([CH3:12])[cH:4][c:5]([CH2:8][CH2:9][CH2:10][OH:11])[cH:6][cH:7]1.[OH2:40].[c:13]1([P:14]([c:15]2[cH:16][cH:17][cH:18][cH:19][cH:20]2)[c:21]2[cH:22][cH:23][cH:24][cH:25][cH:26]2)[cH:27][cH:28][cH:29][cH:30][cH:31]1>>[Cl:1][c:2]1[c:3]([CH3:12])[cH:4][c:5]([CH2:8][CH2:9][CH2:10][Br:32])[cH:6][cH:7]1. Reactants: CCO, Cl, [Na+], C1CCOC1, [OH-], CCOC(=O)Cc1cn(Cc2ccc(OCc3nc(-c4ccco4)oc3C)nc2)nc1-c1ccccc1. The product is Cc1oc(-c2ccco2)nc1COc1ccc(Cn2cc(CC(=O)O)c(-c3ccccc3)n2)cn1. Reaction SMILES: [CH3:46][CH2:47][OH:48].[ClH:45].[Na+:39].[O:40]1[CH2:41][CH2:42][CH2:43][CH2:44]1.[OH-:38].[o:1]1[c:2](-[c:6]2[o:7][c:8]([CH3:37])[c:9]([CH2:11][O:12][c:13]3[cH:14][cH:15][c:16]([CH2:19][n:20]4[n:21][c:22](-[c:31]5[cH:32][cH:33][cH:34][cH:35][cH:36]5)[c:23]([CH2:25][C:26](=[O:27])[O:28][CH2:29][CH3:30])[cH:24]4)[cH:17][n:18]3)[n:10]2)[cH:3][cH:4][cH:5]1>>[o:1]1[c:2](-[c:6]2[o:7][c:8]([CH3:37])[c:9]([CH2:11][O:12][c:13]3[cH:14][cH:15][c:16]([CH2:19][n:20]4[n:21][c:22](-[c:31]5[cH:32][cH:33][cH:34][cH:35][cH:36]5)[c:23]([CH2:25][C:26](=[O:27])[OH:28])[cH:24]4)[cH:17][n:18]3)[n:10]2)[cH:3][cH:4][cH:5]1. Reactants: CCO, ClCCl, [Na+], C1CCOC1, [OH-], CC(C)C(C)(O)c1ccc(C(=CC2CCCC2)c2cc3cccnc3n2S(=O)(=O)c2ccccc2)cc1. Yields the product CC(C)C(C)(O)c1ccc(C(=CC2CCCC2)c2cc3cccnc3[nH]2)cc1. As a reaction SMILES: [CH3:40][CH2:41][OH:42].[Cl:48][CH2:49][Cl:50].[Na+:39].[O:43]1[CH2:44][CH2:45][CH2:46][CH2:47]1.[OH-:38].[c:1]1([S:2](=[O:3])(=[O:4])[n:10]2[c:11]([C:19](=[CH:20][CH:21]3[CH2:22][CH2:23][CH2:24][CH2:25]3)[c:26]3[cH:27][cH:28][c:29]([C:32]([CH3:33])([CH:34]([CH3:35])[CH3:36])[OH:37])[cH:30][cH:31]3)[cH:12][c:13]3[c:14]2[n:15][cH:16][cH:17][cH:18]3)[cH:5][cH:6][cH:7][cH:8][cH:9]1>>[nH:10]1[c:11]([C:19](=[CH:20][CH:21]2[CH2:22][CH2:23][CH2:24][CH2:25]2)[c:26]2[cH:27][cH:28][c:29]([C:32]([CH3:33])([CH:34]([CH3:35])[CH3:36])[OH:37])[cH:30][cH:31]2)[cH:12][c:13]2[c:14]1[n:15][cH:16][cH:17][cH:18]2. Run at time 16 hour. The yield is 50.0%. Reactants: C1(=CC=C(C=C1)S(=O)(=O)O)C.C(C1=CC=CC=C1)OC(=O)N1[C@H]([C@H](CC1)N)C1=CC(=CC=C1)Cl (cis-3-amino-2-(3-chloro-phenyl)-pyrrolidine-1-carboxylic acid benzyl ester p-toluenesulfonate), Br (hydrogen bromide), 7,2-methoxy-benzaldehyde, C(C)(=O)O[BH-](OC(C)=O)OC(C)=O.[Na+] (sodium triacetoxyborohydride). Solvent: C(C)(=O)O (acetic acid), C(Cl)Cl (methylene chloride), C(C)(=O)O (acetic acid). As a reaction SMILES: [C:1]1([CH3:11])[CH:6]=[CH:5][C:4](S(O)(=O)=O)=[CH:3][CH:2]=1.C(OC([N:22]1[CH2:26][CH2:25][C@H:24]([NH2:27])[C@@H:23]1[C:28]1[CH:33]=[CH:32][CH:31]=[C:30]([Cl:34])[CH:29]=1)=O)C1C=CC=CC=1.[C:35](O[BH-](OC(=O)C)OC(=O)C)(=[O:37])C.[Na+].[BrH:49]>C(Cl)Cl.C(O)(=O)C>[BrH:49].[BrH:49].[Cl:34][C:30]1[CH:29]=[C:28]([C@H:23]2[C@@H:24]([NH:27][CH2:11][C:1]3[CH:6]=[CH:5][CH:4]=[CH:3][C:2]=3[O:37][CH3:35])[CH2:25][CH2:26][NH:22]2)[CH:33]=[CH:32][CH:31]=1 |f:0.1,2.3,7.8.9|. Procedure: A mixture of cis-3-amino-2-(3-chloro-phenyl)-pyrrolidine-1-carboxylic acid benzyl ester p-toluenesulfonate (0.32 mmol), obtained from preparatory example 7,2-methoxy-benzaldehyde (0.034 g, 0.34 mmol), and sodium triacetoxyborohydride (0.082 g, 0.38 mmol) was stirred in 3 mL of methylene chloride at rt for 16 h. The reaction was washed 1× with 1M NaOH, dried through cotton, and concentrated to give an oil. The oil was dissolved in acetic acid (1 mL) and a solution of 30% hydrogen bromide in aceti... Yields the product Br.Br.ClC=1C=C(C=CC1)[C@@H]1NCC[C@@H]1NCC1=C(C=CC=C1)OC (cis-[2-(3-Chloro-phenyl)-pyrrolidin-3-yl]-(2-methoxy-benzyl)-amine dihydrobromide). The reactants are FC1=C(C=C(C(=C1)Cl)O)N1C(OC(C1=O)=C(C)C)=O ((2-fluoro-4-chloro-5-hydroxyphenyl)-5-isopropylidene-1,3-oxazolidine-2,4-dione), C1(=CC=C(C=C1)S(=O)(=O)OC(C#C)C)C (1-butyn-3-yl p-toluenesulfonate), C([O-])([O-])=O.[K+].[K+] (potassium carbonate). Solvent: C(C)#N (acetonitrile), C(C)#N (Acetonitrile). Product: FC1=C(C=C(C(=C1)Cl)OC(C#C)C)N1C(OC(C1=O)=C(C)C)=O ({2-fluoro-4-chloro-5-(1-butyn-3-yl)oxyphenyl}-5-isopropylidene-1,3-oxazolidine-2,4-dione). Reaction SMILES: [F:1][C:2]1[CH:7]=[C:6]([Cl:8])[C:5]([OH:9])=[CH:4][C:3]=1[N:10]1[C:14](=[O:15])[C:13](=[C:16]([CH3:18])[CH3:17])[O:12][C:11]1=[O:19].[C:20]1(C)[CH:25]=CC(S(OC(C)C#C)(=O)=O)=[CH:22][CH:21]=1.C(=O)([O-])[O-].[K+].[K+]>C(#N)C>[F:1][C:2]1[CH:7]=[C:6]([Cl:8])[C:5]([O:9][CH:21]([CH3:22])[C:20]#[CH:25])=[CH:4][C:3]=1[N:10]1[C:14](=[O:15])[C:13](=[C:16]([CH3:17])[CH3:18])[O:12][C:11]1=[O:19] |f:2.3.4|. Procedure details: Acetonitrile (50 ml) was added to a mixture comprising 3N-(2-fluoro-4-chloro-5-hydroxyphenyl)-5-isopropylidene-1,3-oxazolidine-2,4-dione (5.0 g, 15.7 mmol), 1-butyn-3-yl p-toluenesulfonate (4.0 g, 17.8 mmol) and potassium carbonate (1.5 g, 10.9 mmol), and the reaction mixture was heated for 4 hours under reflux. After reaction, acetonitrile was removed by distillation under reduced pressure, and 1N hydrochloric acid (100 ml) was added to the residue, which was then extracted with ether (50 ml×2)... Reactants: CC=1C=C(C=CC1)O (3-methylphenol), N(=O)[O-].[Na+] (sodium nitrite). Yields the product CC1=CC(C=CC1=NO)=O (3-Methyl-1,4-benzoquinone-4-oxime). Reaction SMILES: [CH3:1][C:2]1[CH:3]=[C:4]([OH:8])[CH:5]=[CH:6][CH:7]=1.[N:9]([O-])=[O:10].[Na+]>>[CH3:1][C:2]1[C:7](=[N:9][OH:10])[CH:6]=[CH:5][C:4](=[O:8])[CH:3]=1 |f:1.2|. Procedure: 3-Methyl-1,4-benzoquinone-4-oxime was prepared by reaction of 3-methylphenol with sodium nitrite under basic conditions by the method of T. Ishikawa et al. described in Tetrahedron 31, 1995, page 8454.